Dataset: the Open Reaction Database (ORD), a public repository of structured organic reaction records. Task: describe an organic reaction: reactants, conditions, products, and yield Starting materials: CN(C)C=O, O=S(Cl)Cl, O=C(O)c1ccc2nccn2n1. Product: COC(=O)c1ccc2nccn2n1. As a reaction SMILES: [O:13]=[CH:14][N:15]([CH3:16])[CH3:17].[S:18]([Cl:19])([Cl:20])=[O:21].[n:1]1[cH:2][cH:3][n:4]2[n:5][c:6]([C:10](=[O:11])[OH:12])[cH:7][cH:8][c:9]12>>[n:1]1[cH:2][cH:3][n:4]2[n:5][c:6]([C:10](=[O:11])[O:12][CH3:14])[cH:7][cH:8][c:9]12. Starting materials: Brc1ccc(Br)nc1, C1CCOC1, C#CC(C)(C)O, CC(C)NC(C)C, [Cu]I, O, Cl[Pd]Cl, c1ccc(P(c2ccccc2)c2ccccc2)cc1, c1ccc(P(c2ccccc2)c2ccccc2)cc1. Product: CC(C)(O)C#Cc1ccc(Br)cn1. Reaction SMILES: [Br:7][c:8]1[n:9][cH:10][c:11]([Br:14])[cH:12][cH:13]1.[CH2:23]1[O:24][CH2:25][CH2:26][CH2:27]1.[CH3:1][C:2]([CH3:3])([C:4]#[CH:5])[OH:6].[CH:15]([NH:16][CH:17]([CH3:18])[CH3:19])([CH3:20])[CH3:21].[Cu:28][I:29].[OH2:22].[Pd:30]([Cl:31])[Cl:32].[c:33]1([P:34]([c:35]2[cH:36][cH:37][cH:38][cH:39][cH:40]2)[c:41]2[cH:42][cH:43][cH:44][cH:45][cH:46]2)[cH:47][cH:48][cH:49][cH:50][cH:51]1.[c:52]1([P:53]([c:54]2[cH:55][cH:56][cH:57][cH:58][cH:59]2)[c:60]2[cH:61][cH:62][cH:63][cH:64][cH:65]2)[cH:66][cH:67][cH:68][cH:69][cH:70]1>>[CH3:1][C:2]([CH3:3])([C:4]#[C:5][c:8]1[n:9][cH:10][c:11]([Br:14])[cH:12][cH:13]1)[OH:6]. Starting materials: ClC1=C2C(=NN(C2=CC(=C1)C(C)N(C(=O)[C@H]1CN(CCO1)C(=O)OC(C)(C)C)C1CC1)CCCOC)C (tert-butyl (2R)-2-{[{1-[4-chloro-1-(3-methoxypropyl)-3-methyl-1H-indazol-6-yl]ethyl}(cyclopropyl)amino]carbonyl}morpholine-4-carboxylate), Cl.O1CCOCC1 (hydrogen chloride dioxane). The solvent is C(Cl)(Cl)Cl (chloroform). Run at time 3 hour. The product is ClC1=C2C(=NN(C2=CC(=C1)[C@@H](C)N(C(=O)[C@H]1CNCCO1)C1CC1)CCCOC)C ((2R)-N-{(1R)-1-[4-chloro-1-(3-methoxypropyl)-3-methyl-1H-indazol-6-yl]ethyl}-N-cyclopropylmorpholine-2-carboxamide), ClC1=C2C(=NN(C2=CC(=C1)[C@H](C)N(C(=O)[C@H]1CNCCO1)C1CC1)CCCOC)C ((2R)-N-{(1S)-1-[4-chloro-1-(3-methoxypropyl)-3-methyl-1H-indazol-6-yl]ethyl}-N-cyclopropylmorpholine-2-carboxamide). As a reaction SMILES: [Cl:1][C:2]1[CH:10]=[C:9]([CH:11]([N:13]([CH:29]2[CH2:31][CH2:30]2)[C:14]([C@@H:16]2[O:21][CH2:20][CH2:19][N:18](C(OC(C)(C)C)=O)[CH2:17]2)=[O:15])[CH3:12])[CH:8]=[C:7]2[C:3]=1[C:4]([CH3:37])=[N:5][N:6]2[CH2:32][CH2:33][CH2:34][O:35][CH3:36].Cl.O1CCOCC1>C(Cl)(Cl)Cl>[Cl:1][C:2]1[CH:10]=[C:9]([C@H:11]([N:13]([CH:29]2[CH2:31][CH2:30]2)[C:14]([C@@H:16]2[O:21][CH2:20][CH2:19][NH:18][CH2:17]2)=[O:15])[CH3:12])[CH:8]=[C:7]2[C:3]=1[C:4]([CH3:37])=[N:5][N:6]2[CH2:32][CH2:33][CH2:34][O:35][CH3:36].[Cl:1][C:2]1[CH:10]=[C:9]([C@@H:11]([N:13]([CH:29]2[CH2:31][CH2:30]2)[C:14]([C@@H:16]2[O:21][CH2:20][CH2:19][NH:18][CH2:17]2)=[O:15])[CH3:12])[CH:8]=[C:7]2[C:3]=1[C:4]([CH3:37])=[N:5][N:6]2[CH2:32][CH2:33][CH2:34][O:35][CH3:36] |f:1.2|. Procedure details: To a solution of tert-butyl (2R)-2-{[{1-[4-chloro-1-(3-methoxypropyl)-3-methyl-1H-indazol-6-yl]ethyl}(cyclopropyl)amino]carbonyl}morpholine-4-carboxylate (146 mg) in chloroform (2.0 mL) was added 4-normal hydrogen chloride-dioxane solution (2.0 mL) under ice-cooling, and the mixture was stirred at room temperature for 3 hours. The reaction solution was concentrated under reduced pressure, and then thereto was added aqueous saturated sodium hydrogen carbonate solution under ice-cooling, and the m... Starting materials: C1=2C(=O)OC(NC1=CC=CC2)=O (Isatoic anhydride), [H-].[Na+] (Sodium hydride), C(C1=CC=CC=C1)Br (Benzyl bromide). Product: C(C1=CC=CC=C1)N1C=2C(C(=O)OC1=O)=CC=CC2 (N-benzyl isatoic anhydride). Reaction SMILES: [C:1]12[C:7](=[CH:8][CH:9]=[CH:10][CH:11]=1)[NH:6][C:5](=[O:12])[O:4][C:2]2=[O:3].[H-].[Na+].[CH2:15](Br)[C:16]1[CH:21]=[CH:20][CH:19]=[CH:18][CH:17]=1>>[CH2:15]([N:6]1[C:5](=[O:12])[O:4][C:2](=[O:3])[C:1]2=[CH:11][CH:10]=[CH:9][CH:8]=[C:7]12)[C:16]1[CH:21]=[CH:20][CH:19]=[CH:18][CH:17]=1 |f:1.2|. Procedure details: Reagents: Isatoic anhydride (6.13 mmols, 1 g); Sodium hydride (9.2 mmols, 0.22 g); Benzyl bromide (12.3 mmols, 1.4 g). Yield: 0.2 g (15%), white solid, m.p.=139° C.-140° C.